This data is from the Open Reaction Database (ORD), a public repository of structured organic reaction records. The task is: describe an organic reaction: reactants, conditions, products, and yield Starting materials: C(C1=CC=CC=C1)OC(=O)C1=C(NC2=CC=NC(=C2C1C1=C(C=CC=C1)C(F)(F)F)OC(C)C)C ((+)-1,4-dihydro-5-isopropoxy-2-methyl-4-(2-trifluoromethylphenyl)-1,6-naphthyridine-3-carboxylic acid benzyl ester). Reagents/catalysts: [Pd] (palladium/charcoal). Run in C(C)O (ethanol). Yields the product C(C)(C)OC1=C2C(C(=C(NC2=CC=N1)C)C(=O)O)C1=C(C=CC=C1)C(F)(F)F ((+)-1,4-Dihydro-5-isopropoxy-2-methyl-4-(2-trifluoromethylphenyl)-1,6-naphthyridine-3-carboxylic acid). RXN SMILES: C([O:8][C:9]([C:11]1[CH:20]([C:21]2[CH:26]=[CH:25][CH:24]=[CH:23][C:22]=2[C:27]([F:30])([F:29])[F:28])[C:19]2[C:14](=[CH:15][CH:16]=[N:17][C:18]=2[O:31][CH:32]([CH3:34])[CH3:33])[NH:13][C:12]=1[CH3:35])=[O:10])C1C=CC=CC=1>C(O)C.[Pd]>[CH:32]([O:31][C:18]1[N:17]=[CH:16][CH:15]=[C:14]2[C:19]=1[CH:20]([C:21]1[CH:26]=[CH:25][CH:24]=[CH:23][C:22]=1[C:27]([F:29])([F:30])[F:28])[C:11]([C:9]([OH:10])=[O:8])=[C:12]([CH3:35])[NH:13]2)([CH3:34])[CH3:33]. Procedure details: 1.6 g (0.00331 mole) (+)-1,4-dihydro-5-isopropoxy-2-methyl-4-(2-trifluoromethylphenyl)-1,6-naphthyridine-3-carboxylic acid benzyl ester is taken up in 32 mL ethanol and hydrogenated without the use of pressure at 20° C. in the presence of 0.64 g 10% palladium/charcoal (50% moist). The catalyst is filtered off and the filtrate evaporated to dryness at 35° C. on a rotary evaporator. The solid residue is recrystallized from 10 mL diisopropyl ether. The product is dried at 40° C. in a vacuum drying ... Starting materials: COC(=O)c1ccc(OC)cc1Nc1nc2ccccc2nc1NS(=O)(=O)c1cccnc1, CO, [K+], [K+], O=C([O-])[O-], O. Yields the product COc1ccc(C(=O)O)c(Nc2nc3ccccc3nc2NS(=O)(=O)c2cccnc2)c1. RXN SMILES: [CH3:1][O:2][C:3]([c:4]1[c:5]([NH:12][c:13]2[n:14][c:15]3[cH:16][cH:17][cH:18][cH:19][c:20]3[n:21][c:22]2[NH:23][S:24](=[O:25])(=[O:26])[c:27]2[cH:28][n:29][cH:30][cH:31][cH:32]2)[cH:6][c:7]([O:10][CH3:11])[cH:8][cH:9]1)=[O:33].[CH3:41][OH:42].[K+:34].[K+:35].[O-:36][C:37]([O-:38])=[O:39].[OH2:40]>>[O:2]=[C:3]([c:4]1[c:5]([NH:12][c:13]2[n:14][c:15]3[cH:16][cH:17][cH:18][cH:19][c:20]3[n:21][c:22]2[NH:23][S:24](=[O:25])(=[O:26])[c:27]2[cH:28][n:29][cH:30][cH:31][cH:32]2)[cH:6][c:7]([O:10][CH3:11])[cH:8][cH:9]1)[OH:33]. The reactants are COCCOC, [NH4+], [OH-], CCOC(=O)c1cn(C(CSc2ccc3ccccc3c2)C(C)O)cn1. Yields the product CC(O)C(CSc1ccc2ccccc2c1)n1cnc(C(N)=O)c1. As a reaction SMILES: [CH3:29][O:30][CH2:31][CH2:32][O:33][CH3:34].[NH4+:27].[OH-:28].[OH:1][CH:2]([CH:3]([CH2:4][S:5][c:6]1[cH:7][c:8]2[cH:9][cH:10][cH:11][cH:12][c:13]2[cH:14][cH:15]1)[n:16]1[cH:17][n:18][c:19]([C:21]([O:23][CH2:22][CH3:24])=[O:25])[cH:20]1)[CH3:26]>>[OH:1][CH:2]([CH:3]([CH2:4][S:5][c:6]1[cH:7][c:8]2[cH:9][cH:10][cH:11][cH:12][c:13]2[cH:14][cH:15]1)[n:16]1[cH:17][n:18][c:19]([C:21](=[O:23])[NH2:27])[cH:20]1)[CH3:26]. Reactants: C(C)OC(=O)C=1NC2=CC=C(C=C2C1CCCNC(=O)OC(C)(C)C)N (5-Amino-3-[3-(t-butoxycarbonylamino)-propyl]-1H-indole-2-carboxylic acid ethyl ester), C[Si](C)(C)N=C=O (Trimethylsilyl isocyanate). Solvent: C(Cl)Cl (methylene chloride), C(C)N(CC)CC (triethylamine). Conditions: time 8 hour. Product: C(C)OC(=O)C=1NC2=CC=C(C=C2C1CCCNC(=O)OC(C)(C)C)NC(=O)N (5-ureido-3-[3-(t-butoxycarbonylamino)-propyl]-1H-indole-2-carboxylic acid ethyl ester). As a reaction SMILES: [CH2:1]([O:3][C:4]([C:6]1[NH:7][C:8]2[C:13]([C:14]=1[CH2:15][CH2:16][CH2:17][NH:18][C:19]([O:21][C:22]([CH3:25])([CH3:24])[CH3:23])=[O:20])=[CH:12][C:11]([NH2:26])=[CH:10][CH:9]=2)=[O:5])[CH3:2].C[Si]([N:31]=[C:32]=[O:33])(C)C>C(Cl)Cl.C(N(CC)CC)C>[CH2:1]([O:3][C:4]([C:6]1[NH:7][C:8]2[C:13]([C:14]=1[CH2:15][CH2:16][CH2:17][NH:18][C:19]([O:21][C:22]([CH3:25])([CH3:24])[CH3:23])=[O:20])=[CH:12][C:11]([NH:26][C:32]([NH2:31])=[O:33])=[CH:10][CH:9]=2)=[O:5])[CH3:2]. Procedure: 5-Amino-3-[3-(t-butoxycarbonylamino)-propyl]-1H-indole-2-carboxylic acid ethyl ester (40 mg, 0.11 mmol, 1.0 equiv) was dissolved in 10 mL of methylene chloride and 1 mL of triethylamine. Trimethylsilyl isocyanate was added and the solution was stirred overnight. In the morning the reaction was washed with 10 mL of water and the organic layer was concentrated. The crude residue was purified by flash chromatography on silica (10 g of SiO2) using 0% ethyl acetate in methylene chloride to 100% ethyl... Procedure: A solution of the product obtained in Step G (20 mmol) in dichloromethane (30 ml) containing tetrabutylammonium bromide (20 mg) is cooled in an ice-bath. After the addition of sodium azide (25 mmol) dissolved in 5 ml of water, the solution is stirred vigorously at 0° C. for 2 hours. The organic phase is separated off, washed with water (2×5 ml) and dried over magnesium sulphate. After filtration, trifluoroacetic acid (30 mmol) is added and the solution is stirred under reflux for 60 hours. After... Reactants: C1(CCCCC1)C(=O)NCCC1=CSC2=C1C=C(C=C2)C(=O)Cl (3-{2-[(Cyclohexylcarbonyl)amino]ethyl}-1-benzothiophene-5-carboxylic acid chloride), [N-]=[N+]=[N-].[Na+] (sodium azide), FC(C(=O)O)(F)F (trifluoroacetic acid), C([O-])([O-])=O.[K+].[K+] (potassium carbonate). The solvent is ClCCl (dichloromethane), O (water), O (water). RXN SMILES: [CH:1]1([C:7]([NH:9][CH2:10][CH2:11][C:12]2[C:16]3[CH:17]=[C:18](C(Cl)=O)[CH:19]=[CH:20][C:15]=3[S:14][CH:13]=2)=[O:8])[CH2:6][CH2:5][CH2:4][CH2:3][CH2:2]1.[N-:24]=[N+]=[N-].[Na+].FC(F)(F)C(O)=O.C(=O)([O-])[O-].[K+].[K+]>ClCCl.[Br-].C([N+](CCCC)(CCCC)CCCC)CCC.O>[NH2:24][C:18]1[CH:19]=[CH:20][C:15]2[S:14][CH:13]=[C:12]([CH2:11][CH2:10][NH:9][C:7]([CH:1]3[CH2:6][CH2:5][CH2:4][CH2:3][CH2:2]3)=[O:8])[C:16]=2[CH:17]=1 |f:1.2,4.5.6,8.9|. The reagents and catalysts are [Br-].C(CCC)[N+](CCCC)(CCCC)CCCC (tetrabutylammonium bromide). The product is NC=1C=CC2=C(C(=CS2)CCNC(=O)C2CCCCC2)C1 (N-[2-(5-Amino-1-benzothiophen-3-yl)ethyl]cyclohexanecarboxamide). Reaction conditions: temperature 0 celsius, time 2 hour. Reactants: [Li]CCCC, CCI, CCCCCC, CC(C)[N-]C(C)C, CC(C)NC(C)C, O=C(O)C1CCc2c(-c3ccc(Cl)cc3)noc2C1, Cl, [Li+], C1CCOC1, O. Yields the product CCC1c2onc(-c3ccc(Cl)cc3)c2CCC1C(=O)O. Reaction SMILES: [CH2:28]([Li:29])[CH2:30][CH2:31][CH3:32].[CH2:40]([I:41])[CH3:42].[CH3:49][CH2:50][CH2:51][CH2:52][CH2:53][CH3:54].[CH:20]([CH3:21])([N-:22][CH:23]([CH3:24])[CH3:25])[CH3:26].[CH:33]([NH:34][CH:35]([CH3:36])[CH3:37])([CH3:38])[CH3:39].[Cl:1][c:2]1[cH:3][cH:4][c:5](-[c:8]2[n:9][o:10][c:11]3[c:12]2[CH2:13][CH2:14][CH:15]([C:17](=[O:18])[OH:19])[CH2:16]3)[cH:6][cH:7]1.[ClH:43].[Li+:27].[O:44]1[CH2:45][CH2:46][CH2:47][CH2:48]1.[OH2:55]>>[Cl:1][c:2]1[cH:3][cH:4][c:5](-[c:8]2[n:9][o:10][c:11]3[c:12]2[CH2:13][CH2:14][CH:15]([C:17](=[O:18])[OH:19])[CH:16]3[CH2:20][CH3:21])[cH:6][cH:7]1. Starting materials: [H-].[Na+] (sodium hydride), O (water), C(C)C1=NC=2N(C(N(C)C(C2N1)=O)=O)C (8-ethyltheophylline), O(C1=CC=CC=C1)CCCBr (3-Phenoxypropylbromide). Run in CN(C=O)C (dimethylformamide), CN(C=O)C (dimethylformamide). Run at time 30 minute. Product: C(C)C1=NC=2N(C(N(C)C(C2N1CCCOC1=CC=CC=C1)=O)=O)C (8-ethyl-7-(3-phenoxy propyl)theophylline). Yield: 69.0%. RXN SMILES: [CH2:1]([C:3]1[NH:12][C:11]2[C:10](=[O:13])[N:8]([CH3:9])[C:7](=[O:14])[N:6]([CH3:15])[C:5]=2[N:4]=1)[CH3:2].[H-].[Na+].[O:18]([CH2:25][CH2:26][CH2:27]Br)[C:19]1[CH:24]=[CH:23][CH:22]=[CH:21][CH:20]=1.O>CN(C)C=O>[CH2:1]([C:3]1[N:12]([CH2:27][CH2:26][CH2:25][O:18][C:19]2[CH:24]=[CH:23][CH:22]=[CH:21][CH:20]=2)[C:11]2[C:10](=[O:13])[N:8]([CH3:9])[C:7](=[O:14])[N:6]([CH3:15])[C:5]=2[N:4]=1)[CH3:2] |f:1.2|. Reported procedure: A suspension of 8-ethyltheophylline (20.8 g; 0.1 M) in dry dimethylformamide (100 ml) was added to an oil free suspension of sodium hydride (2.4 g; 0.1 M) in dry dimethylformamide (100 ml) and the mixture was stirred for 30 minutes. 3-Phenoxypropylbromide (21.5 g; 0.1 M) was added and the mixture was stirred at room temperature for 24 hours. The resulting suspension was poured into water and the precipitate was filtered off and dried. The solid was crystallised from ethanol to give 8-ethyl-7-(3-...